describe an organic reaction: reactants, conditions, products, and yield From a dataset of the Open Reaction Database (ORD), a public repository of structured organic reaction records. Reactants: [H-].[Na+] (sodium hydride), OC1=C(C=CC=C1)C(C(=O)NC)=NOC (2-(2-hydroxy-phenyl)-2-methoxyimino-N-methyl-acetamide), ClC1=C(OC2=NC=NC(=C2F)F)C=CC=C1 (4-(2-chlorophenoxy)-5,6-difluoropyrimidine). Solvent: CN(C=O)C (dimethylformamide). Run at temperature 25 celsius, time 12 hour. The product is ClC1=C(OC2=C(C(=NC=N2)OC2=C(C=CC=C2)C(C(=O)NC)=NOC)F)C=CC=C1 (2-{2-[6-(2-chlorophenoxy)-5-fluoro-pyrimidine4-yloxy]-phenyl}-2-methoxyimino-N-methylacetamide). Isolated yield 51.3%. RXN SMILES: [H-].[Na+].[OH:3][C:4]1[CH:9]=[CH:8][CH:7]=[CH:6][C:5]=1[C:10](=[N:15][O:16][CH3:17])[C:11]([NH:13][CH3:14])=[O:12].[Cl:18][C:19]1[CH:33]=[CH:32][CH:31]=[CH:30][C:20]=1[O:21][C:22]1[C:27]([F:28])=[C:26](F)[N:25]=[CH:24][N:23]=1>CN(C)C=O>[Cl:18][C:19]1[CH:33]=[CH:32][CH:31]=[CH:30][C:20]=1[O:21][C:22]1[N:23]=[CH:24][N:25]=[C:26]([O:3][C:4]2[CH:9]=[CH:8][CH:7]=[CH:6][C:5]=2[C:10](=[N:15][O:16][CH3:17])[C:11]([NH:13][CH3:14])=[O:12])[C:27]=1[F:28] |f:0.1|. Procedure details: With cooling, 0.4 g (0.01 mol) of sodium hydride (60%) are added to a mixture of 2 g (0.0096 mol) of 2-(2-hydroxy-phenyl)-2-methoxyimino-N-methyl-acetamide and 2.3 g (0.0095 mol) of 4-(2-chlorophenoxy)-5,6-difluoropyrimidine in 10 ml of dimethylformamide, and the mixture is stirred at 25° C. for 12 hours. The reaction mixture is poured onto water and extracted with dichloromethane, the organic phase is dried over sodium sulphate and the solvent is distilled off under reduced pressure. The residu... The reactants are O (water), BrCC(=O)C1=CC=C(C(=O)OC)C=C1 (methyl 4-bromoacetylbenzoate), NC(=S)N (thiourea), C([O-])([O-])=O.[Na+].[Na+] (sodium carbonate). Solvent: C(C)(C)O (isopropanol). Product: NC=1SC=C(N1)C1=CC=C(C(=O)OC)C=C1 (Methyl 4-(2-aminothiazol-4-yl)benzoate). RXN SMILES: Br[CH2:2][C:3]([C:5]1[CH:14]=[CH:13][C:8]([C:9]([O:11][CH3:12])=[O:10])=[CH:7][CH:6]=1)=O.[NH2:15][C:16]([NH2:18])=[S:17].C(=O)([O-])[O-].[Na+].[Na+].O>C(O)(C)C>[NH2:18][C:16]1[S:17][CH:2]=[C:3]([C:5]2[CH:14]=[CH:13][C:8]([C:9]([O:11][CH3:12])=[O:10])=[CH:7][CH:6]=2)[N:15]=1 |f:2.3.4|. Procedure details: At room temperature, methyl 4-bromoacetylbenzoate (1.00 g) and thiourea (296 mg) were dissolved in isopropanol (100 ml), followed by heating under reflux for 15 minutes. Under stirring at the same temperature, anhydrous sodium carbonate (206 mg) was added to the reaction mixture. The resulting mixture was heated under reflux for 20 minutes. After completion of the reaction, water (50 ml) was added under ice cooling and the solid so precipitated was collected by filtration. The solid was dissolve... Starting materials: ClCC1=NN(C=N1)C (3-chloromethyl-1-methyl-1H-1,2,4-triazole), N (ammonia). Conditions: temperature 80 celsius. Product: Cl.CN1N=C(N=C1)CN (C-(1-Methyl-1H-1,2,4-triazol-3-yl)methylamine Hydrochloride). The yield is 92.0%. Reaction SMILES: [Cl:1][CH2:2][C:3]1[N:7]=[CH:6][N:5]([CH3:8])[N:4]=1.[NH3:9]>>[ClH:1].[CH3:8][N:5]1[CH:6]=[N:7][C:3]([CH2:2][NH2:9])=[N:4]1 |f:2.3|. Reported procedure: A solution of 3-chloromethyl-1-methyl-1H-1,2,4-triazole (600 mg, 4.6 mmol) in aqueous ammonia (5 ml) was stirred and heated at 80° C. for 16 hours in a sealed tube. Upon cooling the volatiles were removed in vacuo (azeotroping with ethanol) to give the title compound (600 mg, 92%) as a colourless solid after drying under high vacuum. 1H NMR (250 MHz, d6-DMSO) δ 3.88 (3H, s), 4.04 (2H, s), 8.3 (3H, br s), 8.58 (1H, s). The reactants are CC(C)NNC(=O)C1CCOCC1, CC(C)NC(C)C, O=C(O)COc1ccc(F)cc1-c1ccccc1OC(F)(F)F, CN(C)C=O. Yields the product CC(C)N(NC(=O)C1CCOCC1)C(=O)COc1ccc(F)cc1-c1ccccc1OC(F)(F)F. RXN SMILES: [CH:24]([CH3:25])([CH3:26])[NH:27][NH:28][C:29](=[O:30])[CH:31]1[CH2:32][CH2:33][O:34][CH2:35][CH2:36]1.[CH:37]([NH:38][CH:39]([CH3:40])[CH3:41])([CH3:42])[CH3:43].[F:1][c:2]1[cH:3][cH:4][c:5]([O:19][CH2:20][C:21](=[O:22])[OH:23])[c:6](-[c:8]2[c:9]([O:14][C:15]([F:16])([F:17])[F:18])[cH:10][cH:11][cH:12][cH:13]2)[cH:7]1.[O:44]=[CH:45][N:46]([CH3:47])[CH3:48]>>[F:1][c:2]1[cH:3][cH:4][c:5]([O:19][CH2:20][C:21](=[O:22])[N:27]([CH:24]([CH3:25])[CH3:26])[NH:28][C:29](=[O:30])[CH:31]2[CH2:32][CH2:33][O:34][CH2:35][CH2:36]2)[c:6](-[c:8]2[c:9]([O:14][C:15]([F:16])([F:17])[F:18])[cH:10][cH:11][cH:12][cH:13]2)[cH:7]1.